describe an organic reaction: reactants, conditions, products, and yield From a dataset of the Open Reaction Database (ORD), a public repository of structured organic reaction records. Starting materials: [F-].[Cs+] (cesium fluoride), FC(CNC)(F)F (2,2,2-trifluoro-N-methylethanamine), BrC1=NC2=C(C(=NC(=C2)C#N)C=2C=NC=C(C2)Cl)N1C[C@@H]1CC[C@H](CC1)C (2-bromo-4-(5-chloropyridin-3-yl)-3-((trans-4-methylcyclohexyl)methyl)-3H-imidazo[4,5-c]pyridine-6-carbonitrile). Conditions: temperature 150 celsius. RXN SMILES: [F-].[Cs+].[F:3][C:4]([F:9])([F:8])[CH2:5][NH:6][CH3:7].Br[C:11]1[N:28]([CH2:29][C@H:30]2[CH2:35][CH2:34][C@H:33]([CH3:36])[CH2:32][CH2:31]2)[C:14]2[C:15]([C:21]3[CH:22]=[N:23][CH:24]=[C:25]([Cl:27])[CH:26]=3)=[N:16][C:17]([C:19]#[N:20])=[CH:18][C:13]=2[N:12]=1>CS(C)=O.O>[Cl:27][C:25]1[CH:26]=[C:21]([C:15]2[C:14]3[N:28]([CH2:29][C@H:30]4[CH2:35][CH2:34][C@H:33]([CH3:36])[CH2:32][CH2:31]4)[C:11]([N:6]([CH3:7])[CH2:5][C:4]([F:9])([F:8])[F:3])=[N:12][C:13]=3[CH:18]=[C:17]([C:19]#[N:20])[N:16]=2)[CH:22]=[N:23][CH:24]=1 |f:0.1|. The product is ClC=1C=C(C=NC1)C1=NC(=CC2=C1N(C(=N2)N(CC(F)(F)F)C)C[C@@H]2CC[C@H](CC2)C)C#N (4-(5-chloropyridin-3-yl)-2-(methyl(2,2,2-trifluoroethyl)amino)-3-((trans-4-methylcyclohexyl)methyl)-3H-imidazo[4,5-c]pyridine-6-carbonitrile), crude residue. The solvent is CS(=O)C (DMSO), O (H2O). Reported procedure: To a sealed reaction vessel was added cesium fluoride (0.085 g, 0.56 mmol). The reaction vessel was heated to 150° C. for 3 hours with stirring, under high vacuum. The vial was cooled to ambient temperature under high vacuum. The reaction vessel was backfilled with argon, and next was added a solution of 2,2,2-trifluoro-N-methylethanamine (purchased from Enamine) (0.019 g, 0.17 mmol) and 2-bromo-4-(5-chloropyridin-3-yl)-3-((trans-4-methylcyclohexyl)methyl)-3H-imidazo[4,5-c]pyridine-6-carbonitril...